Dataset: the Open Reaction Database (ORD), a public repository of structured organic reaction records. Task: describe an organic reaction: reactants, conditions, products, and yield Reactants: CC(=O)OCCNc1c(C)c(C)nc(Oc2ccccc2)c1[N+](=O)[O-], Cc1ccccc1, [H][H]. Yields the product CC(=O)OCCNc1c(C)c(C)nc(Oc2ccccc2)c1N. As a reaction SMILES: [C:1]([CH3:2])(=[O:3])[O:4][CH2:5][CH2:6][NH:7][c:8]1[c:9]([CH3:25])[c:10]([CH3:24])[n:11][c:12]([O:17][c:18]2[cH:19][cH:20][cH:21][cH:22][cH:23]2)[c:13]1[N+:14]([O-:15])=[O:16].[CH3:28][c:29]1[cH:30][cH:31][cH:32][cH:33][cH:34]1.[H:26][H:27]>>[C:1]([CH3:2])(=[O:3])[O:4][CH2:5][CH2:6][NH:7][c:8]1[c:9]([CH3:25])[c:10]([CH3:24])[n:11][c:12]([O:17][c:18]2[cH:19][cH:20][cH:21][cH:22][cH:23]2)[c:13]1[NH2:14]. The reactants are CC(=O)CC(C)C, C=C(C)n1c(=O)n(CC(C)CCl)c2ccccc21, Fc1ccc(C(c2ccc(F)cc2)N2CCNCC2)cc1, [I-], [K+], [Na+], [Na+], O=C([O-])[O-], O. The product is C=C(C)n1c(=O)n(CC(C)CN2CCN(C(c3ccc(F)cc3)c3ccc(F)cc3)CC2)c2ccccc21. As a reaction SMILES: [CH3:49][CH:50]([CH3:51])[CH2:52][C:53](=[O:54])[CH3:55].[Cl:1][CH2:2][CH:3]([CH2:4][n:5]1[c:6](=[O:17])[n:7]([C:14](=[CH2:15])[CH3:16])[c:8]2[c:9]1[cH:10][cH:11][cH:12][cH:13]2)[CH3:18].[F:19][c:20]1[cH:21][cH:22][c:23]([CH:26]([N:27]2[CH2:28][CH2:29][NH:30][CH2:31][CH2:32]2)[c:33]2[cH:34][cH:35][c:36]([F:39])[cH:37][cH:38]2)[cH:24][cH:25]1.[I-:47].[K+:46].[Na+:40].[Na+:41].[O-:42][C:43](=[O:44])[O-:45].[OH2:48]>>[CH2:2]([CH:3]([CH2:4][n:5]1[c:6](=[O:17])[n:7]([C:14](=[CH2:15])[CH3:16])[c:8]2[c:9]1[cH:10][cH:11][cH:12][cH:13]2)[CH3:18])[N:30]1[CH2:29][CH2:28][N:27]([CH:26]([c:23]2[cH:22][cH:21][c:20]([F:19])[cH:25][cH:24]2)[c:33]2[cH:34][cH:35][c:36]([F:39])[cH:37][cH:38]2)[CH2:32][CH2:31]1.